Dataset: the Open Reaction Database (ORD), a public repository of structured organic reaction records. Task: describe an organic reaction: reactants, conditions, products, and yield The reactants are N#Cc1ccccc1Br, O=C1CCN(c2ccc3nnc(C(F)(F)F)n3n2)CC1. Product: N#Cc1ccccc1C1(O)CCN(c2ccc3nnc(C(F)(F)F)n3n2)CC1. RXN SMILES: [Br:21][c:22]1[c:23]([C:24]#[N:25])[cH:26][cH:27][cH:28][cH:29]1.[F:1][C:2]([c:3]1[n:4][n:5][c:6]2[n:7]1[n:8][c:9]([N:12]1[CH2:13][CH2:14][C:15](=[O:18])[CH2:16][CH2:17]1)[cH:10][cH:11]2)([F:19])[F:20]>>[F:1][C:2]([c:3]1[n:4][n:5][c:6]2[n:7]1[n:8][c:9]([N:12]1[CH2:13][CH2:14][C:15]([OH:18])([c:22]3[c:23]([C:24]#[N:25])[cH:26][cH:27][cH:28][cH:29]3)[CH2:16][CH2:17]1)[cH:10][cH:11]2)([F:19])[F:20]. The reactants are O (water), ClC1=NC(=NO1)C1=CC=CC=C1 (5-chloro-3-phenyl-1,2,4-oxadiazole), SCC(=O)OCC (ethyl mercaptoacetate), C[O-].[Na+] (sodium methoxide). Run in CO (methanol). Conditions: time 3 hour. The product is C(C)OC(CSC1=NC(=NO1)C1=CC=CC=C1)=O (ethyl(3-phenyl-1,2,4-oxadiazol-5-ylthio)acetate). Yield: 75.0%. RXN SMILES: Cl[C:2]1[O:6][N:5]=[C:4]([C:7]2[CH:12]=[CH:11][CH:10]=[CH:9][CH:8]=2)[N:3]=1.[SH:13][CH2:14][C:15]([O:17][CH2:18][CH3:19])=[O:16].C[O-].[Na+].O>CO>[CH2:18]([O:17][C:15](=[O:16])[CH2:14][S:13][C:2]1[O:6][N:5]=[C:4]([C:7]2[CH:12]=[CH:11][CH:10]=[CH:9][CH:8]=2)[N:3]=1)[CH3:19] |f:2.3|. Procedure details: 5-chloro-3-phenyl-1,2,4-oxadiazole (36 parts) was added portionwise to a solution of ethyl mercaptoacetate (24 parts) and sodium methoxide (11 parts) in methanol (500 parts). The temperature rose to about 50° C. and the mixture was allowed to stand for three hours. The product was poured into an excess of cold water, and extracted with benzene, washed with water and the solvent then evaporated off. Recrystallisation gave ethyl(3-phenyl-1,2,4-oxadiazol-5-ylthio)acetate (40 parts, 75% yield), melt... Reactants: OC1=NN=CC2=CC(=CC=C12)C=1C=C(C(=O)O)C=CC1C (3-(1-hydroxyphthalazin-6-yl)-4-methylbenzoic acid), P(=O)(Cl)(Cl)Cl (phosphorus oxychloride), C1(CC1)N (cyclopropylamine). The solvent is C(=O)(O)[O-].[Na+] (NaHCO3), O (H2O). Conditions: temperature 105 celsius. The product is ClC1=NN=CC2=CC(=CC=C12)C=1C=C(C(=O)NC2CC2)C=CC1C (3-(1-chlorophthalazin-6-yl)-N-cyclopropyl-4-methylbenzamide). RXN SMILES: O[C:2]1[C:11]2[C:6](=[CH:7][C:8]([C:12]3[CH:13]=[C:14]([CH:18]=[CH:19][C:20]=3[CH3:21])[C:15]([OH:17])=O)=[CH:9][CH:10]=2)[CH:5]=[N:4][N:3]=1.P(Cl)(Cl)([Cl:24])=O.[CH:27]1([NH2:30])[CH2:29][CH2:28]1>C([O-])(O)=O.[Na+].O>[Cl:24][C:2]1[C:11]2[C:6](=[CH:7][C:8]([C:12]3[CH:13]=[C:14]([CH:18]=[CH:19][C:20]=3[CH3:21])[C:15]([NH:30][CH:27]3[CH2:29][CH2:28]3)=[O:17])=[CH:9][CH:10]=2)[CH:5]=[N:4][N:3]=1 |f:3.4|. Reported procedure: A mixture of 3-(1-hydroxyphthalazin-6-yl)-4-methylbenzoic acid (1.08 g, 3.85 mmol) and phosphorus oxychloride (25.0 mL, 268 mmol) was heated to 105° C. for 3 h. After cooling to RT, the solvents were removed in vacuo. The residue was re-dissolved in CH2Cl2 and treated carefully with cyclopropylamine (1.36 mL, 19.3 mmol) at RT. The mixture was diluted with sat aq. NaHCO3 and H2O and extracted with CH2Cl2 (4×). The combined organics were dried over Na2SO4, filtered and concentrated. The residue wa... Reactants: [Br-], N#Cc1ccccc1Cn1c(Cl)cc(=O)[nH]c1=O, ClC(Cl)Cl, [H-], CI, [Li+], [Na+]. The product is Cn1c(=O)cc(Cl)n(Cc2ccccc2C#N)c1=O. Reaction SMILES: [Br-:21].[Cl:1][c:2]1[cH:3][c:4](=[O:18])[nH:5][c:6](=[O:17])[n:7]1[CH2:8][c:9]1[c:10]([C:11]#[N:12])[cH:13][cH:14][cH:15][cH:16]1.[Cl:25][CH:26]([Cl:27])[Cl:28].[H-:20].[I:23][CH3:24].[Li+:22].[Na+:19]>>[Cl:1][c:2]1[cH:3][c:4](=[O:18])[n:5]([CH3:24])[c:6](=[O:17])[n:7]1[CH2:8][c:9]1[c:10]([C:11]#[N:12])[cH:13][cH:14][cH:15][cH:16]1. The reactants are CN(C)C=O, Cl, CCOC(=O)c1c2n(c3cc(F)c(F)cc3c1=O)C(C)S2, O=C(NC1CCNC1)C(F)(F)F. Product: CCOC(=O)c1c2n(c3cc(N4CCC(NC(=O)C(F)(F)F)C4)c(F)cc3c1=O)C(C)S2. Reaction SMILES: [CH3:35][N:36]([CH3:37])[CH:38]=[O:39].[ClH:22].[F:1][c:2]1[cH:3][c:4]2[c:5](=[O:21])[c:6]([C:16](=[O:17])[O:18][CH2:19][CH3:20])[c:7]3[n:8]([c:9]2[cH:10][c:11]1[F:12])[CH:13]([CH3:15])[S:14]3.[F:23][C:24]([C:25](=[O:26])[NH:27][CH:28]1[CH2:29][NH:30][CH2:31][CH2:32]1)([F:33])[F:34]>>[F:1][c:2]1[cH:3][c:4]2[c:5](=[O:21])[c:6]([C:16](=[O:17])[O:18][CH2:19][CH3:20])[c:7]3[n:8]([c:9]2[cH:10][c:11]1[N:30]1[CH2:29][CH:28]([NH:27][C:25]([C:24]([F:23])([F:33])[F:34])=[O:26])[CH2:32][CH2:31]1)[CH:13]([CH3:15])[S:14]3. Reactants: O=C(Nc1ccncc1F)c1cnc2c(Br)cc(Cl)nn12, Nc1ccc(F)cn1, [H-], [Na+], CN(C)C=O, O. The product is O=C(Nc1ccncc1F)c1cnc2c(Nc3ccc(F)cn3)cc(Cl)nn12. Reaction SMILES: [Br:11][c:12]1[c:13]2[n:14]([n:15][c:16]([Cl:18])[cH:17]1)[c:19]([C:22](=[O:23])[NH:24][c:25]1[c:26]([F:31])[cH:27][n:28][cH:29][cH:30]1)[cH:20][n:21]2.[F:1][c:2]1[cH:3][cH:4][c:5]([NH2:8])[n:6][cH:7]1.[H-:10].[Na+:9].[O:33]=[CH:34][N:35]([CH3:36])[CH3:37].[OH2:32]>>[F:1][c:2]1[cH:3][cH:4][c:5]([NH:8][c:12]2[c:13]3[n:14]([n:15][c:16]([Cl:18])[cH:17]2)[c:19]([C:22](=[O:23])[NH:24][c:25]2[c:26]([F:31])[cH:27][n:28][cH:29][cH:30]2)[cH:20][n:21]3)[n:6][cH:7]1.